This data is from the Open Reaction Database (ORD), a public repository of structured organic reaction records. The task is: describe an organic reaction: reactants, conditions, products, and yield Conditions: time 1 hour. The reactants are C(=O)=O (dry ice), aqueous solution, Cl[O-].[Na+] (sodium hypochlorite), C(C)C=1NC(=C(N1)CO)CO (2-ethyl-4,5-bis(hydroxymethyl) imidazole). Reported procedure: 11.5 Grams (15 mmol) of an aqueous solution containing 9.7% of sodium hypochlorite was dropwisely added to a solution consisting of 2.53 g (16.2 mmol) of the 2-ethyl-4,5-bis(hydroxymethyl) imidazole and 50 ml of water. After the dropwise addition has been finished, the mixture was stirred at room temperature for one hour, followed by neutralization by the addition of dry ice and further followed by evaporation to dryness under reduced pressure. The resulting solid was extracted with ethanol, the... Run in O (water). Product: C(C)C=1NC(=C(N1)Cl)CO (2-ethyl-4-chloro-5-(hydroxymethyl) imidazole). The yield is 43.0%. RXN SMILES: [Cl:1][O-].[Na+].[CH2:4]([C:6]1[NH:7][C:8]([CH2:13][OH:14])=[C:9](CO)[N:10]=1)[CH3:5].C(=O)=O>O>[CH2:4]([C:6]1[NH:7][C:8]([CH2:13][OH:14])=[C:9]([Cl:1])[N:10]=1)[CH3:5] |f:0.1|. Starting materials: NC=1C=C(C=CC1C#N)/C=C(/C(=O)OC(C)(C)C)\C (tert-butyl (2E)-3-(3-amino-4-cyanophenyl)-2-methylacrylate). The reagents and catalysts are [Pd] (palladium on carbon). The solvent is C(C)(=O)OCC (ethyl acetate). Reaction conditions: time 3 day. Yields the product NC=1C=C(C=CC1C#N)CC(C(=O)OC(C)(C)C)C (tert-Butyl 3-(3-amino-4-cyanophenyl)-2-methylpropanoate). RXN SMILES: [NH2:1][C:2]1[CH:3]=[C:4](/[CH:10]=[C:11](\[CH3:19])/[C:12]([O:14][C:15]([CH3:18])([CH3:17])[CH3:16])=[O:13])[CH:5]=[CH:6][C:7]=1[C:8]#[N:9]>C(OCC)(=O)C.[Pd]>[NH2:1][C:2]1[CH:3]=[C:4]([CH2:10][CH:11]([CH3:19])[C:12]([O:14][C:15]([CH3:18])([CH3:17])[CH3:16])=[O:13])[CH:5]=[CH:6][C:7]=1[C:8]#[N:9]. Reported procedure: 1370 mg (5.3 mmol) of tert-butyl (2E)-3-(3-amino-4-cyanophenyl)-2-methylacrylate were dissolved in 30 ml of ethyl acetate, 282 mg of palladium on carbon (10%) were added and the mixture was stirred at RT under an atmosphere of hydrogen at atmospheric pressure for three days. The reaction mixture was then filtered off through celite, the filter residue was washed with ethyl acetate and the combined filtrate was concentrated. The crude product was purified by preparative HPLC (mobile phase acetoni... The reactants are CC#N, CC(C)(C)OC(=O)NC(CS(=O)(=O)Cl)c1ccc(Cl)cc1, N. Product: CC(C)(C)OC(=O)NC(CS(N)(=O)=O)c1ccc(Cl)cc1. As a reaction SMILES: [CH3:23][C:24]#[N:25].[Cl:2][c:3]1[cH:4][cH:5][c:6]([CH:9]([CH2:10][S:11](=[O:12])(=[O:13])[Cl:14])[NH:15][C:16]([O:17][C:18]([CH3:19])([CH3:20])[CH3:21])=[O:22])[cH:7][cH:8]1.[NH3:1]>>[NH2:1][S:11]([CH2:10][CH:9]([c:6]1[cH:5][cH:4][c:3]([Cl:2])[cH:8][cH:7]1)[NH:15][C:16]([O:17][C:18]([CH3:19])([CH3:20])[CH3:21])=[O:22])(=[O:12])=[O:13]. Reactants: ClC1=CC2=C(SC3=C(C(C2)=O)C=CC=C3)C=C1 (2-chloro-10,11-dihydro-dibenzo[b,f]thiepin-10-one), N1(CCNCC1)CCN1C(OCC1)=O (3-[2-(1-piperazinyl)-ethyl]-2-oxazolidinone), C([O-])(O)=O.[Na+] (sodium bicarbonate). Reagents/catalysts: [Ti](Cl)(Cl)(Cl)Cl (titanium tetrachloride). The solvent is C1=CC=CC=C1 (benzene), C1=CC=CC=C1 (benzene). Run at time 1 hour. Product: ClC1=CC2=C(SC3=C(C(=C2)N2CCN(CC2)CCN2C(OCC2)=O)C=CC=C3)C=C1 (3-[2-[4-(2-chloro-dibenzo[b,f]thiepin-10-yl)-1-piperazinyl]-ethyl]-2-oxazolidinone). As a reaction SMILES: [Cl:1][C:2]1[CH:17]=[CH:16][C:5]2[S:6][C:7]3[CH:15]=[CH:14][CH:13]=[CH:12][C:8]=3[C:9](=O)[CH2:10][C:4]=2[CH:3]=1.[N:18]1([CH2:24][CH2:25][N:26]2[CH2:30][CH2:29][O:28][C:27]2=[O:31])[CH2:23][CH2:22][NH:21][CH2:20][CH2:19]1.C(=O)(O)[O-].[Na+]>C1C=CC=CC=1.[Ti](Cl)(Cl)(Cl)Cl>[Cl:1][C:2]1[CH:17]=[CH:16][C:5]2[S:6][C:7]3[CH:15]=[CH:14][CH:13]=[CH:12][C:8]=3[C:9]([N:21]3[CH2:22][CH2:23][N:18]([CH2:24][CH2:25][N:26]4[CH2:30][CH2:29][O:28][C:27]4=[O:31])[CH2:19][CH2:20]3)=[CH:10][C:4]=2[CH:3]=1 |f:2.3|. Reported procedure: 8.5 g of 2-chloro-10,11-dihydro-dibenzo[b,f]thiepin-10-one, 30 g of 3-[2-(1-piperazinyl)-ethyl]-2-oxazolidinone and 100 ml of benzene are treated dropwise under an argon atmosphere at 20° C with 5.2 g of titanium tetrachloride in 25 ml of benzene. The mixture is heated under reflux for 20 hours and subsequently poured on to a mixture of ice and aqueous sodium bicarbonate solution. The mixture is stirred for 1 hour and filtered through diatomaceous earth. The aqueous phase is separated and washed...